This data is from the Open Reaction Database (ORD), a public repository of structured organic reaction records. The task is: describe an organic reaction: reactants, conditions, products, and yield Starting materials: CC(=O)O, COCOc1ccc2c3c1OC1C(OCC4CCCCO4)C=CC4C(C2)N(C)CCC341, O. Yields the product CC(=O)Oc1ccc2c3c1OC1C(OCC4CCCCO4)C=CC4C(C2)N(C)CCC341. RXN SMILES: [CH3:32][C:33](=[O:34])[OH:35].[O:1]1[c:2]2[c:3]([O:28][CH2:29][O:30][CH3:31])[cH:4][cH:5][c:6]3[c:15]2[C:14]24[CH:9]([CH:8]([CH2:7]3)[N:18]([CH3:19])[CH2:17][CH2:16]2)[CH:10]=[CH:11][CH:12]([O:20][CH2:21][CH:22]2[O:23][CH2:24][CH2:25][CH2:26][CH2:27]2)[CH:13]14.[OH2:36]>>[O:1]1[c:2]2[c:3]([O:28][C:29](=[O:30])[CH3:32])[cH:4][cH:5][c:6]3[c:15]2[C:14]24[CH:9]([CH:8]([CH2:7]3)[N:18]([CH3:19])[CH2:17][CH2:16]2)[CH:10]=[CH:11][CH:12]([O:20][CH2:21][CH:22]2[O:23][CH2:24][CH2:25][CH2:26][CH2:27]2)[CH:13]14. Reactants: N1(CCCCC1)C=1C=CC=2N(N1)C(=NN2)C=2N=C(SC2)N (4-(6-piperidin-1-yl-1,2,4-triazolo[4,3-b]pyridazin-3-yl)-1,3-thiazol-2-amine), [Br-].[Na+] (sodium bromide), N(=O)[O-].[Na+] (sodium nitrite), S(O)(O)(=O)=O (sulfuric acid). The reagents and catalysts are S(=O)(=O)([O-])[O-].[Cu+2] (copper (II) sulfate). Run in CC(C)O (2-propanol), C(Cl)(Cl)Cl (chloroform), O (water), O (water), O (water). Conditions: temperature -5 celsius, time 5 minute. Product: BrC=1SC=C(N1)C1=NN=C2N1N=C(C=C2)N2CCCCC2 (3-(2-bromo-1,3-thiazol-4-yl)-6-piperidin-1-yl-1,2,4-triazolo[4,3-b]pyridazine). Isolated yield 6.9%. RXN SMILES: S(=O)(=O)(O)O.[N:6]1([C:12]2[CH:13]=[CH:14][C:15]3[N:16]([C:18]([C:21]4[N:22]=[C:23](N)[S:24][CH:25]=4)=[N:19][N:20]=3)[N:17]=2)[CH2:11][CH2:10][CH2:9][CH2:8][CH2:7]1.[Br-:27].[Na+].N([O-])=O.[Na+]>O.S([O-])([O-])(=O)=O.[Cu+2].CC(O)C.C(Cl)(Cl)Cl>[Br:27][C:23]1[S:24][CH:25]=[C:21]([C:18]2[N:16]3[N:17]=[C:12]([N:6]4[CH2:11][CH2:10][CH2:9][CH2:8][CH2:7]4)[CH:13]=[CH:14][C:15]3=[N:20][N:19]=2)[N:22]=1 |f:2.3,4.5,7.8|. Procedure details: A solution mixture of concentrated sulfuric acid (1.5 ml) and water (3 ml) was cooled to −5° C., and 4-(6-piperidin-1-yl-1,2,4-triazolo[4,3-b]pyridazin-3-yl)-1,3-thiazol-2-amine (0.90 g), copper (II) sulfate (1.50 g) and sodium bromide (0.62 g) were added successively, and the mixture was stirred at 0° C. for 5 minutes. Then, a solution of sodium nitrite (0.25 g) in water (1.6 ml), followed by stirring at room temperature overnight. The reaction solution was combined with water, chloroform and 2... The reactants are ClC1=CC(=C(N[C@H]2[C@H]([C@H](CC2)O)O)C=C1Cl)[N+](=O)[O-] ((±)-(1S*,2R*,3R*)-3-(4,5-Dichloro-2-nitroanilino)-1,2-cyclopentanediol), [H][H] (hydrogen), C(Cl)(Cl)Cl (chloroform), salts, CO (methanol). Reagents/catalysts: [Ni] (Raney nickel). Solvent: C(=O)O (formic acid), C(C)(C)O (isopropanol). Run at time 18 hour. The product is ClC1=CC2=C(N(C=N2)[C@H]2[C@H]([C@H](CC2)O)O)C=C1Cl ((±)-(1S*,2R*,3R*)-3-(5,6-Dichloro-1H-benzimidazol-1-yl)-1,2-cyclopentanediol). As a reaction SMILES: [Cl:1][C:2]1[C:15]([Cl:16])=[CH:14][C:5]([NH:6][C@@H:7]2[CH2:11][CH2:10][C@H:9]([OH:12])[C@@H:8]2[OH:13])=[C:4]([N+:17]([O-])=O)[CH:3]=1.[H][H].CO.[CH:24](Cl)(Cl)Cl>C(O)(C)C.[Ni].C(O)=O>[Cl:1][C:2]1[C:15]([Cl:16])=[CH:14][C:5]2[N:6]([C@@H:7]3[CH2:11][CH2:10][C@H:9]([OH:12])[C@@H:8]3[OH:13])[CH:24]=[N:17][C:4]=2[CH:3]=1. Procedure details: (±)-(1S*,2R*,3R*)-3-(4,5-Dichloro-2-nitroanilino)-1,2-cyclopentanediol (3.77 g, 12.3 mmol) in isopropanol (250 mL) was shaken in a Parr shaker with Raney nickel (Aldrich, prewashed with water until neutral, ca. 1 tsp) under hydrogen (50 psi) for 2 hours, at which point uptake of hydrogen had ceased. TLC (silica gel, methanol:chloroform/1:10) shows one spot at lower Rf than starting material. The catalyst was filtered off (Celite) and volatiles evaporated to leave a glass which was refluxed in fo... Reaction SMILES: [Cl:1][C:2]1[CH:3]=[C:4]([C:9]2[CH:10]=[CH:11][C:12]3[S:18](=[O:20])(=[O:19])[CH2:17][CH2:16][C:15]([C:21]([O:23]C)=[O:22])=[CH:14][C:13]=3[CH:25]=2)[CH:5]=[CH:6][C:7]=1[Cl:8].Cl>COCCOC>[Cl:1][C:2]1[CH:3]=[C:4]([C:9]2[CH:10]=[CH:11][C:12]3[S:18](=[O:19])(=[O:20])[CH2:17][CH2:16][C:15]([C:21]([OH:23])=[O:22])=[CH:14][C:13]=3[CH:25]=2)[CH:5]=[CH:6][C:7]=1[Cl:8]. Starting materials: ClC=1C=C(C=CC1Cl)C=1C=CC2=C(C=C(CCS2(=O)=O)C(=O)OC)C1 (methyl 7-(3,4-dichlorophenyl)-1,1-dioxo-2,3-dihydro-1-benzothiepine-4-carboxylate), Cl (hydrochloric acid). The solvent is COCCOC (1,2-dimethoxyethane). Reported procedure: To a solution of methyl 7-(3,4-dichlorophenyl)-1,1-dioxo-2,3-dihydro-1-benzothiepine-4-carboxylate (450 mg) in 1,2-dimethoxyethane (10 ml) was added 6N hydrochloric acid (10 ml), and the mixture was refluxed for 64 hours, cooled to room temperature and extracted with ethyl acetate. The organic layer was washed with saturated brine, dried with magnesium sulfate and concentrated under reduced pressure to give crystals, which were collected by filtration to give colorless crystals of 7-(3,4-dichlor... The product is ClC=1C=C(C=CC1Cl)C=1C=CC2=C(C=C(CCS2(=O)=O)C(=O)O)C1 (7-(3,4-dichlorophenyl)-1,1-dioxo-2,3-dihydro-1-benzothiepine-4-carboxylic acid). Isolated yield 91.1%. The reactants are COC(CC1CC(C1)C1=CC(=CC=C1)C(C(=O)C1=CC=C(C=C1)OC(F)F)=O)=O ((3-{3-[2-(4-Difluoromethoxy-phenyl)-2-oxo-acetyl]-phenyl}-cyclobutyl)-acetic acid methyl ester). The reagents and catalysts are CC#N.CC#N.Cl[Pd]Cl (Bis(acetonitrile)dichloro-palladium), CC#N.CC#N.Cl[Pd]Cl (Bis(acetonitrile)dichloropalladium). Solvent: CS(=O)C (DMSO). Reaction conditions: temperature 145 celsius, time 4 hour. Product: COC(C=C1CC(C1)C1=CC(=CC=C1)C(C(=O)C1=CC=C(C=C1)OC(F)F)=O)=O ((3-{3-[2-(4-Difluoromethoxy-phenyl)-2-oxo-acetyl]-phenyl}-cyclobutylidene)-acetic acid methyl ester). The yield is 79.8%. RXN SMILES: [CH3:1][O:2][C:3](=[O:29])[CH2:4][CH:5]1[CH2:8][CH:7]([C:9]2[CH:14]=[CH:13][CH:12]=[C:11]([C:15](=[O:28])[C:16]([C:18]3[CH:23]=[CH:22][C:21]([O:24][CH:25]([F:27])[F:26])=[CH:20][CH:19]=3)=[O:17])[CH:10]=2)[CH2:6]1>CS(C)=O.CC#N.CC#N.Cl[Pd]Cl>[CH3:1][O:2][C:3](=[O:29])[CH:4]=[C:5]1[CH2:8][CH:7]([C:9]2[CH:14]=[CH:13][CH:12]=[C:11]([C:15](=[O:28])[C:16]([C:18]3[CH:19]=[CH:20][C:21]([O:24][CH:25]([F:26])[F:27])=[CH:22][CH:23]=3)=[O:17])[CH:10]=2)[CH2:6]1 |f:2.3.4|. Reported procedure: In a 250 ml round bottom flask was dissolved (3-{3-[2-(4-Difluoromethoxy-phenyl)-2-oxo-acetyl]-phenyl}-cyclobutyl)-acetic acid methyl ester (1.348 g, 3.66 mmol) in DMSO (45 mL). Bis(acetonitrile)dichloropalladium was added and the flask heated (oil bath; 145° C.) for 4 hours. More Bis(acetonitrile)dichloro-palladium (90 mg) was added and heating was continued for another 4 hours. The crude material was partitioned between water (50 mls) and dichloromethane. Dichloromethane extracts (2×50 mls) we... The reactants are ClC1=NC(=NC(=C1)O)C1=C(C=CC=C1)OCCC (4-chloro-6-hydroxy-2-(2-propoxyphenyl)pyrimidine), C(O)CN (ethanolamine). Solvent: C(CCC)O (n-butanol). The product is OCCNC1=CC(NC(=N1)C1=C(C=CC=C1)OCCC)=O (6-(2-Hydroxyethylamino)-2-(2-propoxyphenyl)pyrimidin-4[3H]-one). Reaction SMILES: Cl[C:2]1[CH:7]=[C:6]([OH:8])[N:5]=[C:4]([C:9]2[CH:14]=[CH:13][CH:12]=[CH:11][C:10]=2[O:15][CH2:16][CH2:17][CH3:18])[N:3]=1.[CH2:19]([CH2:21][NH2:22])[OH:20]>C(O)CCC>[OH:20][CH2:19][CH2:21][NH:22][C:2]1[N:3]=[C:4]([C:9]2[CH:14]=[CH:13][CH:12]=[CH:11][C:10]=2[O:15][CH2:16][CH2:17][CH3:18])[NH:5][C:6](=[O:8])[CH:7]=1. Reported procedure: A stirred solution of 4-chloro-6-hydroxy-2-(2-propoxyphenyl)pyrimidine (0.43 g) and ethanolamine (0.3 g) in n-butanol (8 ml) was heated under reflux for 4 hours. The cooled reaction mixture was evaporated under reduced pressure to yield a residue which was washed with diethyl ether and then eluted from silica with chloroform:methanol (gradient elution). The combined fractions containing product were evaporated under reduced pressure to yield a crude product which was recrystallized from isopropa... The reactants are ClC1=NN=C(C2=CC=CC=C12)CC1=CC=NC=C1 (1-chloro-4-(4-pyridylmethyl)phthalazine), NC1=CC=C(C=C1)O (4-aminophenol). Reaction conditions: temperature 150 celsius. Product: OC1=CC=C(NC2=NN=C(C3=CC=CC=C23)CC2=CC=NC=C2)C=C1 (1-(4-Hydroxyanilino)-4-(4-pyridylmethyl)phthalazine). Reaction SMILES: Cl[C:2]1[C:11]2[C:6](=[CH:7][CH:8]=[CH:9][CH:10]=2)[C:5]([CH2:12][C:13]2[CH:18]=[CH:17][N:16]=[CH:15][CH:14]=2)=[N:4][N:3]=1.[NH2:19][C:20]1[CH:25]=[CH:24][C:23]([OH:26])=[CH:22][CH:21]=1>>[OH:26][C:23]1[CH:24]=[CH:25][C:20]([NH:19][C:2]2[C:11]3[C:6](=[CH:7][CH:8]=[CH:9][CH:10]=3)[C:5]([CH2:12][C:13]3[CH:18]=[CH:17][N:16]=[CH:15][CH:14]=3)=[N:4][N:3]=2)=[CH:21][CH:22]=1. Procedure: A mixture of 0.384 g (1.5 mmol) 1-chloro-4-(4-pyridylmethyl)phthalazine and 0.491 g (4.5 mmol) 4-aminophenol is heated under nitrogen atmosphere for 2 h at 150° C. After processing as described in Example 18, drying under HV (8 h at 100° C. and 24 h at 145° C.), title compound is obtained with a water content of 0.68%; m.p. 239-241° C.; 1H NMR (DMSO-d6) 9.19 (s, 1H), 8.99 (brs, 1H), 8.56 (d, 1H), 8.44 (d, 2H), 8.06 (d, 1H), 7.86-7.96 (m, 2H), 7.61 (d, 2H), 7.30 (d, 2H), 6.77 (d, 2H), 4.53 (s, 2H... The reactants are C(C)(C)(C)OC(=O)N1[C@@H](C[C@H](C1)O[Si](C)(C)C(C)(C)C)C1CC(NC1)=O ((2S,4R)-N-tert-butoxycarbonyl-4-tert-butyldimethylsiloxy-2-(2-pyrrolidon-4-yl)pyrrolidine), [H-].[Na+] (sodium hydride), oil, C(C)I (ethyl iodide). Solvent: O1CCCC1 (tetrahydrofuran). Reaction conditions: time 1 hour. Yields the product C(C)(C)(C)OC(=O)N1[C@@H](C[C@H](C1)O[Si](C)(C)C(C)(C)C)C1CC(N(C1)CC)=O ((2S,4R)-N-tert-butoxycarbonyl-4-tert-butyldimethylsiloxy-2-(N-ethyl-2-pyrrolidon-4-yl)pyrrolidine). Isolated yield 97.7%. Reaction SMILES: [C:1]([O:5][C:6]([N:8]1[CH2:12][C@H:11]([O:13][Si:14]([C:17]([CH3:20])([CH3:19])[CH3:18])([CH3:16])[CH3:15])[CH2:10][C@H:9]1[CH:21]1[CH2:25][NH:24][C:23](=[O:26])[CH2:22]1)=[O:7])([CH3:4])([CH3:3])[CH3:2].[H-].[Na+].[CH2:29](I)[CH3:30]>O1CCCC1>[C:1]([O:5][C:6]([N:8]1[CH2:12][C@H:11]([O:13][Si:14]([C:17]([CH3:18])([CH3:19])[CH3:20])([CH3:16])[CH3:15])[CH2:10][C@H:9]1[CH:21]1[CH2:25][N:24]([CH2:29][CH3:30])[C:23](=[O:26])[CH2:22]1)=[O:7])([CH3:2])([CH3:3])[CH3:4] |f:1.2|. Procedure: To a solution of (2S,4R)-N-tert-butoxycarbonyl-4-tert-butyldimethylsiloxy-2-(2-pyrrolidon-4-yl)pyrrolidine (38.5 g, 0.1 mol, the compound of Reference Example 1-6) in tetrahydrofuran (200 ml) was added 60% sodium hydride in oil (4.2 g, 0.1 mol) under ice-cooling, and the mixture was stirred for 1 hour. To the mixture was added ethyl iodide (8 rag, 0.1 mol), and after stirring at room temperature overnight, the reaction mixture was concentrated. The residue was extracted with ethyl acetate (500 m...